From a dataset of the Open Reaction Database (ORD), a public repository of structured organic reaction records. describe an organic reaction: reactants, conditions, products, and yield The reactants are CN(C1C(OC(C1)CSC=1SC2=C(N1)C=CC=C2)=O)S(=O)(=O)C2=CC=C(C=C2)C2=CC=C(C=C2)OC (N-methyl 3-[(4′-Methoxy[1,1′-biphenyl]-4-yl)sulfonyl]amino-2-oxo-5-[[(2-benzothiazolyl)thio]methyl]-tetrahydrofuran), [OH-].[Li+] (lithium hydroxide). Run in C1CCOC1 (THF), O (water). Run at time 4 hour. The product is CN(C(C(=O)O)CC(CSC=1SC2=C(N1)C=CC=C2)O)S(=O)(=O)C2=CC=C(C=C2)C2=CC=C(C=C2)OC (N-Methyl 2-[(4′-Methoxy[1,1′-biphenyl]-4-yl)sulfonyl]amino-4-hydroxy-5-[2-benzothiazolylthio]-pentanoic acid). As a reaction SMILES: [CH3:1][N:2]([S:20]([C:23]1[CH:28]=[CH:27][C:26]([C:29]2[CH:34]=[CH:33][C:32]([O:35][CH3:36])=[CH:31][CH:30]=2)=[CH:25][CH:24]=1)(=[O:22])=[O:21])[CH:3]1[CH2:7][CH:6]([CH2:8][S:9][C:10]2[S:11][C:12]3[CH:18]=[CH:17][CH:16]=[CH:15][C:13]=3[N:14]=2)[O:5][C:4]1=[O:19].[OH-:37].[Li+]>O.C1COCC1>[CH3:1][N:2]([S:20]([C:23]1[CH:28]=[CH:27][C:26]([C:29]2[CH:30]=[CH:31][C:32]([O:35][CH3:36])=[CH:33][CH:34]=2)=[CH:25][CH:24]=1)(=[O:22])=[O:21])[CH:3]([CH2:7][CH:6]([OH:5])[CH2:8][S:9][C:10]1[S:11][C:12]2[CH:18]=[CH:17][CH:16]=[CH:15][C:13]=2[N:14]=1)[C:4]([OH:19])=[O:37] |f:1.2|. Procedure details: To a solution of N-methyl 3-[(4′-Methoxy[1,1′-biphenyl]-4-yl)sulfonyl]amino-2-oxo-5-[[(2-benzothiazolyl)thio]methyl]-tetrahydrofuran 62c (1.00 g, 2.05 mmol) in water (5 mL) and THF (5 mL) is slowly added lithium hydroxide (0.49 g, 20.5 mmol). The reaction is stirred for 4 hr, then concentrated to dryness. The reaction mixture is diluted with water and then the mixture is extracted with ethy ether (2×25 mL) The ethyl ether layer is discarded and the aqueous layer is slowly acidified with 1N HCl t... Starting materials: C(C1=CC=CC=C1)N1CCC(CC1)NC1=C(C(=CC=C1)C)C=O (N-(1-benzyl-4-piperidinyl)-2-formyl-3-methylaniline), C1(=CC=CC=C1)P(C1=CC=CC=C1)(C1=CC=CC=C1)=CC(=O)OC (methyl (triphenylphosphoranylidene)acetate), CO (methanol). Yields the product CC1=C(C=CC(=O)OC)C=C(C=C1)NC1CCN(CC1)CC1=CC=CC=C1 (methyl 2-methyl-5-[(1-benzyl-4-piperidinyl)amino]cinnamate). Procedure: To N-(1-benzyl-4-piperidinyl)-2-formyl-3-methylaniline (7.0 g) are added methanol (100 ml) and methyl (triphenylphosphoranylidene)acetate (15 g) and the mixture is refluxed for 1 hour. After cooling, the formed crystals are separated by filtration to give methyl 2-methyl-5-[(1-benzyl-4-piperidinyl)amino]cinnamate (5.6 g) as pale yellow powders, m.p. 140°-142° C. RXN SMILES: [CH2:1]([N:8]1[CH2:13][CH2:12][CH:11]([NH:14][C:15]2[CH:20]=[CH:19][CH:18]=[C:17]([CH3:21])[C:16]=2C=O)[CH2:10][CH2:9]1)[C:2]1[CH:7]=[CH:6][CH:5]=[CH:4][CH:3]=1.C1(P(=[CH:43][C:44]([O:46][CH3:47])=[O:45])(C2C=CC=CC=2)C2C=CC=CC=2)C=CC=CC=1.[CH3:48]O>>[CH3:48][C:18]1[CH:19]=[CH:20][C:15]([NH:14][CH:11]2[CH2:10][CH2:9][N:8]([CH2:1][C:2]3[CH:7]=[CH:6][CH:5]=[CH:4][CH:3]=3)[CH2:13][CH2:12]2)=[CH:16][C:17]=1[CH:21]=[CH:43][C:44]([O:46][CH3:47])=[O:45].